Dataset: the Open Reaction Database (ORD), a public repository of structured organic reaction records. Task: describe an organic reaction: reactants, conditions, products, and yield Reactants: CN1C(=O)CC(=O)N(C)C1=S, CN(C)c1ccncc1, CCOC(=O)Cl, ClCCl, c1ccncc1. Product: CCOC(=O)C1C(=O)N(C)C(=S)N(C)C1=O. As a reaction SMILES: [CH3:1][N:2]1[C:3](=[S:4])[N:5]([CH3:11])[C:6](=[O:7])[CH2:8][C:9]1=[O:10].[CH3:24][N:25]([CH3:26])[c:27]1[cH:28][cH:29][n:30][cH:31][cH:32]1.[Cl:18][C:19](=[O:20])[O:21][CH2:22][CH3:23].[Cl:33][CH2:34][Cl:35].[cH:12]1[cH:13][cH:14][n:15][cH:16][cH:17]1>>[CH3:1][N:2]1[C:3](=[S:4])[N:5]([CH3:11])[C:6](=[O:7])[CH:8]([C:19](=[O:20])[O:21][CH2:22][CH3:23])[C:9]1=[O:10]. Starting materials: [BH4-], CO, Oc1ccc(C=NCCCCCCC2CC3C=CC2C3)c2cccnc12, [Na+], O. Yields the product Oc1ccc(CNCCCCCCC2CC3C=CC2C3)c2cccnc12. RXN SMILES: [BH4-:27].[CH3:29][OH:30].[CH:1]12[CH:2]([CH2:8][CH2:9][CH2:10][CH2:11][CH2:12][CH2:13][N:14]=[CH:15][c:16]3[c:17]4[cH:18][cH:19][cH:20][n:21][c:22]4[c:23]([OH:26])[cH:24][cH:25]3)[CH2:3][CH:4]([CH:5]=[CH:6]1)[CH2:7]2.[Na+:28].[OH2:31]>>[CH:1]12[CH:2]([CH2:8][CH2:9][CH2:10][CH2:11][CH2:12][CH2:13][NH:14][CH2:15][c:16]3[c:17]4[cH:18][cH:19][cH:20][n:21][c:22]4[c:23]([OH:26])[cH:24][cH:25]3)[CH2:3][CH:4]([CH:5]=[CH:6]1)[CH2:7]2. Reactants: CC#N, CO, O=C=NS(=O)(=O)Cl, CCOC(=O)c1cc(=O)c2c(Cl)cc(Cl)cc2[nH]1, Cl. Product: CCOC(=O)c1cc(N)c2c(Cl)cc(Cl)cc2n1. RXN SMILES: [CH3:27][C:28]#[N:29].[CH3:30][OH:31].[Cl:19][S:20]([N:23]=[C:21]=[O:22])(=[O:24])=[O:25].[Cl:1][c:2]1[c:3]2[c:4](=[O:18])[cH:5][c:6]([C:13](=[O:14])[O:15][CH2:16][CH3:17])[nH:7][c:8]2[cH:9][c:10]([Cl:12])[cH:11]1.[ClH:26]>>[Cl:1][c:2]1[c:3]2[c:4]([NH2:23])[cH:5][c:6]([C:13](=[O:14])[O:15][CH2:16][CH3:17])[n:7][c:8]2[cH:9][c:10]([Cl:12])[cH:11]1. Reactants: CC(=O)OC(C)=O, COc1ccc(C#N)c(F)c1O, c1ccncc1. The product is COc1ccc(C#N)c(F)c1OC(C)=O. RXN SMILES: [CH3:13][C:14](=[O:15])[O:16][C:17](=[O:18])[CH3:19].[F:1][c:2]1[c:3]([C:4]#[N:5])[cH:6][cH:7][c:8]([O:11][CH3:12])[c:9]1[OH:10].[cH:20]1[cH:21][cH:22][n:23][cH:24][cH:25]1>>[F:1][c:2]1[c:3]([C:4]#[N:5])[cH:6][cH:7][c:8]([O:11][CH3:12])[c:9]1[O:10][C:14]([CH3:13])=[O:15]. The reactants are COC=1C=C(C=CC1OC)CC(=O)Cl (3,4-dimethoxyphenylacetyl chloride), N1=CC=CC=C1 (pyridine), NC=1C=CC(=C(C1)C1=NN2C(C(N1)=O)=C(N=C2C2CCCC2)C)OCC (2-(5Amino-2-ethoxyphenyl)-5-methyl-7-cyclopentyl-3H-imidazo[5,1-f][1,2,4]-triazin-4-one). Solvent: O1CCCC1 (tetrahydrofuran). The product is COC=1C=C(C=CC1OC)CC(=O)NC=1C=CC(=C(C1)C1=NN2C(C(N1)=O)=C(N=C2C2CCCC2)C)OCC (2-[5-(3,4-Dimethoxyphenylacetylamino)-2-ethoxyphenyl]-5-methyl-7-cyclopentyl-3H-imidazo[5,1-f][1,2,4]-triazin-4-one). Reaction SMILES: [NH2:1][C:2]1[CH:3]=[CH:4][C:5]([O:24][CH2:25][CH3:26])=[C:6]([C:8]2[NH:13][C:12](=[O:14])[C:11]3=[C:15]([CH3:23])[N:16]=[C:17]([CH:18]4[CH2:22][CH2:21][CH2:20][CH2:19]4)[N:10]3[N:9]=2)[CH:7]=1.[CH3:27][O:28][C:29]1[CH:30]=[C:31]([CH2:37][C:38](Cl)=[O:39])[CH:32]=[CH:33][C:34]=1[O:35][CH3:36].N1C=CC=CC=1>O1CCCC1>[CH3:27][O:28][C:29]1[CH:30]=[C:31]([CH2:37][C:38]([NH:1][C:2]2[CH:3]=[CH:4][C:5]([O:24][CH2:25][CH3:26])=[C:6]([C:8]3[NH:13][C:12](=[O:14])[C:11]4=[C:15]([CH3:23])[N:16]=[C:17]([CH:18]5[CH2:22][CH2:21][CH2:20][CH2:19]5)[N:10]4[N:9]=3)[CH:7]=2)=[O:39])[CH:32]=[CH:33][C:34]=1[O:35][CH3:36]. Procedure details: Analogously to the preparation of example 46, 100 mg (0.283 mmol) of the compound from example 42A are reacted with 182 mg (0.849 mmol) of 3,4-dimethoxyphenylacetyl chloride and 0.23 ml (2.84 mmol) of pyridine in 6 ml of tetrahydrofuran.